Dataset: the Open Reaction Database (ORD), a public repository of structured organic reaction records. Task: describe an organic reaction: reactants, conditions, products, and yield The reactants are COc1ccc(C2=NN(C3CCN(C(=O)N4CCOCC4)CC3)C(=O)C3CC=CCC23)cc1Cl, O=C(Cl)N1CCNC1=O. The product is COc1ccc(C2=NN(C3CCN(C(=O)N4CCNC4=O)CC3)C(=O)C3CC=CCC23)cc1Cl. Reaction SMILES: [Cl:10][c:11]1[cH:12][c:13]([C:19]2=[N:20][N:21]([CH:30]3[CH2:31][CH2:32][N:33]([C:36]([N:37]4[CH2:38][CH2:39][O:40][CH2:41][CH2:42]4)=[O:43])[CH2:34][CH2:35]3)[C:22](=[O:29])[CH:23]3[CH2:24][CH:25]=[CH:26][CH2:27][CH:28]23)[cH:14][cH:15][c:16]1[O:17][CH3:18].[O:1]=[C:2]1[N:3]([C:7](=[O:8])[Cl:9])[CH2:4][CH2:5][NH:6]1>>[O:1]=[C:2]1[N:3]([C:7](=[O:8])[N:33]2[CH2:32][CH2:31][CH:30]([N:21]3[N:20]=[C:19]([c:13]4[cH:12][c:11]([Cl:10])[c:16]([O:17][CH3:18])[cH:15][cH:14]4)[CH:28]4[CH:23]([C:22]3=[O:29])[CH2:24][CH:25]=[CH:26][CH2:27]4)[CH2:35][CH2:34]2)[CH2:4][CH2:5][NH:6]1.